From a dataset of the Open Reaction Database (ORD), a public repository of structured organic reaction records. describe an organic reaction: reactants, conditions, products, and yield Reactants: FC(C=1C=C(C=O)C=CC1)(F)F (3-(trifluoromethyl)benzaldehyde), CC(C(C(=O)N[C@H]1CC[C@@H]2CNC[C@@H]21)C2=CC=CC=C2)C (3-Methyl-N-[(3aR,4S,6aS)-octahydrocyclopenta[c]pyrrol-4-yl]-2-phenylbutanamide), C1(CCCCC1)C(C(=O)N[C@H]1CC[C@H]2CNC[C@H]21)C2CCCCC2 (2,2-dicyclohexyl-N-[(3aS,4S,6aR)-octahydrocyclopenta[c]pyrrol-4-yl]acetamide). Yields the product FC=1C=C(C=CC1)CCCN1C[C@@H]2[C@H](C1)[C@H](CC2)NC(C(C(C)C)C2=CC=CC=C2)=O (N-{(3aR,4S,6aS)-2-[3-(3-fluorophenyl)propyl]octahydrocyclopenta[c]pyrrol-4-yl}-3-methyl-2-phenylbutanamide). As a reaction SMILES: [F:1]C(F)(F)C1C=C(C=CC=1)C=O.[CH3:13][CH:14]([CH3:33])[CH:15]([C:27]1[CH:32]=[CH:31][CH:30]=[CH:29][CH:28]=1)[C:16]([NH:18][C@@H:19]1[C@@H:26]2[C@@H:22]([CH2:23][NH:24][CH2:25]2)[CH2:21][CH2:20]1)=[O:17].[CH:34]1([CH:40]([CH:52]2[CH2:57]CCCC2)C(N[C@@H]2[C@H]3[C@H](CNC3)CC2)=O)[CH2:39][CH2:38][CH2:37][CH2:36][CH2:35]1>>[F:1][C:36]1[CH:35]=[C:34]([CH2:40][CH2:52][CH2:57][N:24]2[CH2:25][C@@H:26]3[C@@H:19]([NH:18][C:16](=[O:17])[CH:15]([C:27]4[CH:28]=[CH:29][CH:30]=[CH:31][CH:32]=4)[CH:14]([CH3:33])[CH3:13])[CH2:20][CH2:21][C@@H:22]3[CH2:23]2)[CH:39]=[CH:38][CH:37]=1. Procedure details: The title compound was prepared by substituting 3-(3-fluorophenyl)propanal for 3-(trifluoromethyl)benzaldehyde and 3-methyl-N-[(3aR,4S,6aS)-octahydrocyclopenta[c]pyrrol-4-yl]-2-phenylbutanamide from Example 83 Step A for 2,2-dicyclohexyl-N-[(3aS,4S,6aR)-octahydrocyclopenta[c]pyrrol-4-yl]acetamide in the procedure described for Example 54: 1H NMR (400 MHz, pyridine-d5) δ ppm 8.52 (s, 1H), 7.69-7.61 (m, 2H), 7.33 (t, J=7.5, 2H), 7.27 (ddd, J=3.5, 7.6, 10.6, 2H), 7.14-6.95 (m, 3H), 4.43-4.29 (m, 1H... Run in [Cl-].[Na+].O (brine), C(Cl)Cl (DCM), O (water), CO (MeOH). Reaction conditions: time 30 minute. RXN SMILES: CO[C:3]([C:5]1[S:6][C:7]([C:26]#[C:27][C:28]([CH3:31])([CH3:30])[CH3:29])=[CH:8][C:9]=1[N:10]([C:17]([CH:19]1[CH2:24][CH2:23][CH:22]([CH3:25])[CH2:21][CH2:20]1)=[O:18])[CH:11]1[CH2:16][CH2:15][NH:14][CH2:13][CH2:12]1)=[O:4].Cl.[N:33]1[CH:38]=[CH:37][CH:36]=[CH:35][C:34]=1C(Cl)=O.CCN(C(C)C)C(C)C.[C:51]([O-])(O)=[O:52].[Na+].[OH-:56].[Li+]>C(Cl)Cl.[Cl-].[Na+].O.O.CO>[CH3:31][C:28]([CH3:29])([CH3:30])[C:27]#[C:26][C:7]1[S:6][C:5]([C:3]([OH:56])=[O:4])=[C:9]([N:10]([C:17]([CH:19]2[CH2:24][CH2:23][CH:22]([CH3:25])[CH2:21][CH2:20]2)=[O:18])[CH:11]2[CH2:12][CH2:13][N:14]([C:51]([C:37]3[CH:38]=[N:33][CH:34]=[CH:35][CH:36]=3)=[O:52])[CH2:15][CH2:16]2)[CH:8]=1 |f:1.2,4.5,6.7,9.10.11|. The reactants are C(=O)(O)[O-].[Na+] (NaHCO3), COC(=O)C=1SC(=CC1N(C1CCNCC1)C(=O)C1CCC(CC1)C)C#CC(C)(C)C (5-(3,3-Dimethyl-but-1-ynyl)-3-[(4-methyl-cyclohexanecarbonyl)-piperidin-4-yl-amino]-thiophene-2-carboxylic acid methyl ester), Cl.N1=C(C=CC=C1)C(=O)Cl (pyridine-2-carbonyl chloride HCl salt), CCN(C(C)C)C(C)C (DIEA), [OH-].[Li+] (lithium hydroxide). Procedure: A mixture of 5-(3,3-Dimethyl-but-1-ynyl)-3-[(4-methyl-cyclohexanecarbonyl)-piperidin-4-yl-amino]-thiophene-2-carboxylic acid methyl ester (63 mg, 0.141 mmol) and pyridine-2-carbonyl chloride HCl salt (33 mg, 0.184 mmol) in DCM (2 mL) was treated with DIEA (124 μL, 0.7 mmol). After 30 min, NaHCO3 (saturated aqueous solution, 4-8 mL) was added to the mixture, followed by brine (20 mL), and the crude product was extracted with ethyl acetate (2×20 mL). The combined organic layers were concentrated a... Product: CC(C#CC1=CC(=C(S1)C(=O)O)N(C1CCN(CC1)C(=O)C=1C=NC=CC1)C(=O)C1CCC(CC1)C)(C)C (5-(3,3-dimethyl-but-1-ynyl)-3-{(4-methyl-cyclohexanecarbonyl)-[1-(pyridine-3-carbonyl)-piperidin-4-yl]-amino}-thiophene-2-carboxylic acid). Reactants: CC#CCO, [Cl-], Clc1ncnc(Cl)c1Cl, [H-], [NH4+], [Na+], C1CCOC1. Product: CC#CCOc1ncnc(Cl)c1Cl. RXN SMILES: [CH2:3]([C:4]#[C:5][CH3:6])[OH:7].[Cl-:17].[Cl:8][c:9]1[n:10][cH:11][n:12][c:13]([Cl:16])[c:14]1[Cl:15].[H-:1].[NH4+:18].[Na+:2].[O:19]1[CH2:20][CH2:21][CH2:22][CH2:23]1>>[CH2:3]([C:4]#[C:5][CH3:6])[O:7][c:13]1[n:12][cH:11][n:10][c:9]([Cl:8])[c:14]1[Cl:15]. The product is CC1COCc2nc3cnc4cc(Br)ccc4c3n21. The reactants are CC(CO[Si](C)(C)C(C)(C)C)n1c(CCl)nc2cnc3cc(Br)ccc3c21, C1CCOC1, CCCC[N+](CCCC)(CCCC)CCCC, CO, ClCCl, ClCCCl, [F-], [K+], [K+], O=C([O-])[O-], O. RXN SMILES: [Br:1][c:2]1[cH:3][cH:4][c:5]2[c:6]3[c:7]([cH:8][n:9][c:10]2[cH:11]1)[n:12][c:13]([CH2:26][Cl:27])[n:14]3[CH:15]([CH2:16][O:17][Si:18]([C:19]([CH3:20])([CH3:21])[CH3:22])([CH3:23])[CH3:24])[CH3:25].[CH2:46]1[O:47][CH2:48][CH2:49][CH2:50]1.[CH3:29][CH2:30][CH2:31][CH2:32][N+:33]([CH2:34][CH2:35][CH2:36][CH3:37])([CH2:38][CH2:39][CH2:40][CH3:41])[CH2:42][CH2:43][CH2:44][CH3:45].[CH3:57][OH:58].[Cl:59][CH2:60][Cl:61].[Cl:63][CH2:64][CH2:65][Cl:66].[F-:28].[K+:51].[K+:52].[O-:53][C:54]([O-:55])=[O:56].[OH2:62]>>[Br:1][c:2]1[cH:3][cH:4][c:5]2[c:6]3[c:7]([cH:8][n:9][c:10]2[cH:11]1)[n:12][c:13]1[n:14]3[CH:15]([CH3:25])[CH2:16][O:17][CH2:26]1. Starting materials: O=C([O-])[O-], C1COCCN1, CC#N, [I-], [K+], [K+], [K+], CN(Cc1cc2nc(-c3cccc4[nH]ccc34)nc(N3CCOCC3)c2s1)S(=O)(=O)CCCCl. Yields the product CN(Cc1cc2nc(-c3cccc4[nH]ccc34)nc(N3CCOCC3)c2s1)S(=O)(=O)CCCN1CCOCC1. RXN SMILES: [C:41](=[O:42])([O-:43])[O-:44].[CH2:35]1[CH2:36][O:37][CH2:38][CH2:39][NH:40]1.[CH3:49][C:50]#[N:51].[I-:48].[K+:45].[K+:46].[K+:47].[nH:1]1[cH:2][cH:3][c:4]2[c:5](-[c:10]3[n:11][c:12]([N:29]4[CH2:30][CH2:31][O:32][CH2:33][CH2:34]4)[c:13]4[c:14]([n:15]3)[cH:16][c:17]([CH2:19][N:20]([S:21](=[O:22])(=[O:23])[CH2:24][CH2:25][CH2:26][Cl:27])[CH3:28])[s:18]4)[cH:6][cH:7][cH:8][c:9]12>>[nH:1]1[cH:2][cH:3][c:4]2[c:5](-[c:10]3[n:11][c:12]([N:29]4[CH2:30][CH2:31][O:32][CH2:33][CH2:34]4)[c:13]4[c:14]([n:15]3)[cH:16][c:17]([CH2:19][N:20]([S:21](=[O:22])(=[O:23])[CH2:24][CH2:25][CH2:26][N:40]3[CH2:35][CH2:36][O:37][CH2:38][CH2:39]3)[CH3:28])[s:18]4)[cH:6][cH:7][cH:8][c:9]12. The reactants are C(C)OC(=O)C=1NC(=CC1)C(=O)C=1C(=NC=CC1)Cl (5-(2-chloro-pyridine-3-carbonyl)-1H-pyrrole-2-carboxylic acid ethyl ester), O.NN (hydrazine hydrate). Solvent: C(C)O (ethanol). Run at temperature 80 celsius. Product: N1N=C(C=2C1=NC=CC2)C2=CC=C(N2)C(=O)O (5-(1H-Pyrazolo[3,4-b]pyridin-3-yl)-1H-pyrrole-2-carboxylic acid). The yield is 19.5%. As a reaction SMILES: C([O:3][C:4]([C:6]1[NH:7][C:8]([C:11]([C:13]2[C:14](Cl)=[N:15][CH:16]=[CH:17][CH:18]=2)=O)=[CH:9][CH:10]=1)=[O:5])C.O.[NH2:21][NH2:22]>C(O)C>[NH:21]1[C:14]2=[N:15][CH:16]=[CH:17][CH:18]=[C:13]2[C:11]([C:8]2[NH:7][C:6]([C:4]([OH:3])=[O:5])=[CH:10][CH:9]=2)=[N:22]1 |f:1.2|. Procedure: A mixture of 5-(2-chloro-pyridine-3-carbonyl)-1H-pyrrole-2-carboxylic acid ethyl ester (0.5 g) and hydrazine hydrate (0.7 g) in ethanol was heated at 80° C. for 24 hours. The resulted precipitate was collected by vacuum filtration, washed with water and dried to give 80 mg of the titled compound. Reaction SMILES: CC(C)(C)C(NC1C(C(OC)=O)=C2C(C3CC3CO2)=CC=1)=O.[C:23]([O:27][C:28]([NH:30][C:31]1[C:40]([C:41]([O:43][CH3:44])=[O:42])=[C:39]2[C:34]([C:35]3([CH3:48])[C:45](Br)(Br)[CH:36]3[CH2:37][O:38]2)=[CH:33][CH:32]=1)=[O:29])([CH3:26])([CH3:25])[CH3:24]>>[C:23]([O:27][C:28]([NH:30][C:31]1[C:40]([C:41]([O:43][CH3:44])=[O:42])=[C:39]2[C:34]([C:35]3([CH3:48])[CH2:45][CH:36]3[CH2:37][O:38]2)=[CH:33][CH:32]=1)=[O:29])([CH3:26])([CH3:25])[CH3:24]. Product: C(C)(C)(C)OC(=O)NC1=CC=C2C3(C(COC2=C1C(=O)OC)C3)C (Methyl (1aRS,7bSR)-5-(tert-butoxycarbonylamino)-7b-methyl-1,1a,2,7b-tetrahydrocyclopropa-[c]chromene-4-carboxylate). Reported procedure: Prepared by proceeding in a similar manner to Intermediate 43, starting from methyl (1aRS,7bSR)-5-(tert-butoxycarbonylamino)-1,1-dibromo-7b-methyl-1,1a,2,7b-tetrahydro-cyclopropa-[c]chromene-4-carboxylate (Intermediate 52). The reactants are CC(C(=O)NC1=CC=C2C3C(COC2=C1C(=O)OC)C3)(C)C (Methyl (1aRS,7bSR)-5-(2,2-dimethylpropionylamino)-1,1a,2,7b-tetrahydrocyclopropa[c]chromene-4-carboxylate), C(C)(C)(C)OC(=O)NC1=CC=C2C3(C(COC2=C1C(=O)OC)C3(Br)Br)C (methyl (1aRS,7bSR)-5-(tert-butoxycarbonylamino)-1,1-dibromo-7b-methyl-1,1a,2,7b-tetrahydro-cyclopropa-[c]chromene-4-carboxylate), C(C)(C)(C)OC(=O)NC1=CC=C2C3(C(COC2=C1C(=O)OC)C3(Br)Br)C (methyl (1aRS,7bSR)-5-(tert-butoxycarbonylamino)-1,1-dibromo-7b-methyl-1,1a,2,7b-tetrahydro-cyclopropa-[c]chromene-4-carboxylate).